Task: describe an organic reaction: reactants, conditions, products, and yield. Dataset: the Open Reaction Database (ORD), a public repository of structured organic reaction records Yield: 89.7%. Reaction conditions: temperature 90 celsius. The product is C(CCC)OCCOC1=CC=C(C=C1)C1=CC2=C(N(CCCC(=C2)C(=O)O)CCC)N=C1 (3-[4-(2-butoxyethoxy)phenyl]-10-propyl-7,8,9,10-tetrahydropyrido[2,3-b]azocine-6-carboxylic acid). Procedure details: To a solution of methyl 3-[4-(2-butoxyethoxy)phenyl]-10-propyl-7,8,9,10-tetrahydropyrido[2,3-b]azocine-6-carboxylate (850 mg) in THF (30 ml) and methanol (30 ml) was added a 1 N aqueous sodium hydroxide solution (7.5 ml), and the mixture was heated at 90° C. for 3 hours. After cooling to 0° C., water was added thereto, and the mixture was neutralized with 1 N hydrochloric acid and extracted with ethyl acetate. The organic layer was washed with saturated brine, and dried over magnesium sulfate. T... Reactants: C(CCC)OCCOC1=CC=C(C=C1)C1=CC2=C(N(CCCC(=C2)C(=O)OC)CCC)N=C1 (methyl 3-[4-(2-butoxyethoxy)phenyl]-10-propyl-7,8,9,10-tetrahydropyrido[2,3-b]azocine-6-carboxylate), [OH-].[Na+] (sodium hydroxide), Cl (hydrochloric acid), O (water). The solvent is C1CCOC1 (THF), CO (methanol). RXN SMILES: [CH2:1]([O:5][CH2:6][CH2:7][O:8][C:9]1[CH:14]=[CH:13][C:12]([C:15]2[CH:33]=[N:32][C:18]3[N:19]([CH2:29][CH2:30][CH3:31])[CH2:20][CH2:21][CH2:22][C:23]([C:25]([O:27]C)=[O:26])=[CH:24][C:17]=3[CH:16]=2)=[CH:11][CH:10]=1)[CH2:2][CH2:3][CH3:4].[OH-].[Na+].O.Cl>C1COCC1.CO>[CH2:1]([O:5][CH2:6][CH2:7][O:8][C:9]1[CH:10]=[CH:11][C:12]([C:15]2[CH:33]=[N:32][C:18]3[N:19]([CH2:29][CH2:30][CH3:31])[CH2:20][CH2:21][CH2:22][C:23]([C:25]([OH:27])=[O:26])=[CH:24][C:17]=3[CH:16]=2)=[CH:13][CH:14]=1)[CH2:2][CH2:3][CH3:4] |f:1.2|. Reagents/catalysts: C=1C=CC(=CC1)/C=C/C(=O)/C=C/C2=CC=CC=C2.C=1C=CC(=CC1)/C=C/C(=O)/C=C/C2=CC=CC=C2.C=1C=CC(=CC1)/C=C/C(=O)/C=C/C2=CC=CC=C2.[Pd].[Pd] (tris(dibenzylideneacetone)dipalladium(0)), C1(=CC=CC=C1)P(C1=CC=CC=2C(C3=CC=CC(=C3OC12)P(C1=CC=CC=C1)C1=CC=CC=C1)(C)C)C1=CC=CC=C1 (4,5-bis(diphenylphosphino)-9,9-dimethylxanthene). RXN SMILES: Br[C:2]1[CH:20]=[CH:19][C:5]2[N:6]([CH2:14][CH2:15][N:16]([CH3:18])[CH3:17])[C:7]([CH2:9][C:10]([CH3:13])([CH3:12])[CH3:11])=[N:8][C:4]=2[CH:3]=1.[SH:21][C@H:22]1[CH2:26][CH2:25][N:24]([C:27]([O:29][C:30]([CH3:33])([CH3:32])[CH3:31])=[O:28])[CH2:23]1.C(N(CC)C(C)C)(C)C>O1CCOCC1.C1C=CC(/C=C/C(/C=C/C2C=CC=CC=2)=O)=CC=1.C1C=CC(/C=C/C(/C=C/C2C=CC=CC=2)=O)=CC=1.C1C=CC(/C=C/C(/C=C/C2C=CC=CC=2)=O)=CC=1.[Pd].[Pd].C1(P(C2C=CC=CC=2)C2C3OC4C(=CC=CC=4P(C4C=CC=CC=4)C4C=CC=CC=4)C(C)(C)C=3C=CC=2)C=CC=CC=1>[CH3:17][N:16]([CH3:18])[CH2:15][CH2:14][N:6]1[C:5]2[CH:19]=[CH:20][C:2]([S:21][C@H:22]3[CH2:26][CH2:25][N:24]([C:27]([O:29][C:30]([CH3:33])([CH3:32])[CH3:31])=[O:28])[CH2:23]3)=[CH:3][C:4]=2[N:8]=[C:7]1[CH2:9][C:10]([CH3:13])([CH3:12])[CH3:11] |f:4.5.6.7.8|. Yield: 69.8%. Procedure: A mixture of 2-(5-bromo-2-neopentyl-1H-benzo[d]imidazol-1-yl)-N,N-dimethylethanamine (prepared in STEP A of Example 1, 1.93 g, 5.69 mmol), (S)-tert-butyl 3-mercaptopyrrolidine-1-carboxylate (STEP C, 7.42 mmol), 4,5-bis(diphenylphosphino)-9,9-dimethylxanthene (165 mg, 0.285 mmol), tris(dibenzylideneacetone)dipalladium(0) (130 mg, 0.142 mmol) and N,N-diisopropylethylamine (1.10 g, 8.54 mmol) in 1,4-dioxane (25 mL) was stirred at 130° C. for 18 h. The mixture was concentrated and the residue was pu... Run in O1CCOCC1 (1,4-dioxane). Reactants: BrC1=CC2=C(N(C(=N2)CC(C)(C)C)CCN(C)C)C=C1 (2-(5-bromo-2-neopentyl-1H-benzo[d]imidazol-1-yl)-N,N-dimethylethanamine), S[C@@H]1CN(CC1)C(=O)OC(C)(C)C ((S)-tert-butyl 3-mercaptopyrrolidine-1-carboxylate), C(C)(C)N(C(C)C)CC (N,N-diisopropylethylamine). Yields the product CN(CCN1C(=NC2=C1C=CC(=C2)S[C@@H]2CN(CC2)C(=O)OC(C)(C)C)CC(C)(C)C)C ((S)-tert-butyl 3-(1-(2-(dimethylamino)ethyl)-2-neopentyl-1H-benzo[d]imidazol-5-ylthio)pyrrolidine-1-carboxylate). Reaction conditions: temperature 130 celsius, time 18 hour. The reactants are O.C(C=O)(=O)O (glyoxylic acid monohydrate), C(C)(=O)C=1C(=NN2C1C=CC=C2)C2=CC=CC=C2 (3-acetyl-2-phenylpyrazolo[1,5-a]pyridine). Run in C(Cl)Cl (methylene chloride). Run at temperature 100 celsius. Product: O=C(/C=C/C(=O)O)C=1C(=NN2C1C=CC=C2)C2=CC=CC=C2 (4-oxo-4-(2-phenylpyrazolo[1,5-a]pyridin-3-yl)crotonic acid). The yield is 7.4%. RXN SMILES: O.[C:2]([OH:6])(=[O:5])[CH:3]=O.[C:7]([C:10]1[C:11]([C:19]2[CH:24]=[CH:23][CH:22]=[CH:21][CH:20]=2)=[N:12][N:13]2[CH:18]=[CH:17][CH:16]=[CH:15][C:14]=12)(=[O:9])[CH3:8]>C(Cl)Cl>[O:9]=[C:7]([C:10]1[C:11]([C:19]2[CH:24]=[CH:23][CH:22]=[CH:21][CH:20]=2)=[N:12][N:13]2[CH:18]=[CH:17][CH:16]=[CH:15][C:14]=12)/[CH:8]=[CH:3]/[C:2]([OH:6])=[O:5] |f:0.1|. Reported procedure: A mixture of glyoxylic acid monohydrate (3.50 g) and 3-acetyl-2-phenylpyrazolo[1,5-a]pyridine (5.00 g) was stirred and heated at 100° C. for 4 hours. The warm reaction mixture was dissolved in methylene chloride (50 ml), and then extracted with 1N aqueous solution of sodium hydroxide (50 ml). The aqueous layer was washed with methylene chloride (total 200 ml) and then with ethyl acetate (total 200 ml). The aqueous solution was adjusted to pH 4~5 with 10% hydrochloric acid. The isolated oil was e...